Dataset: the Open Reaction Database (ORD), a public repository of structured organic reaction records. Task: describe an organic reaction: reactants, conditions, products, and yield The reactants are COC=CC[C@@H]1CC[C@H](CC1)C1=CC=C(C#N)C=C1 (p-[trans-4-(3-methoxy-2-propenyl)cyclohexyl]benzonitrile), O (water). Solvent: O1CCCC1 (tetrahydrofuran). The product is C(#N)C1=CC=C(C=C1)[C@@H]1CC[C@H](CC1)CCC=O (3-[trans-4-(p-cyanophenyl)cyclohexyl]propionaldehyde). Isolated yield 98.6%. As a reaction SMILES: C[O:2][CH:3]=[CH:4][CH2:5][C@H:6]1[CH2:11][CH2:10][C@H:9]([C:12]2[CH:19]=[CH:18][C:15]([C:16]#[N:17])=[CH:14][CH:13]=2)[CH2:8][CH2:7]1.O>O1CCCC1>[C:16]([C:15]1[CH:18]=[CH:19][C:12]([C@H:9]2[CH2:10][CH2:11][C@H:6]([CH2:5][CH2:4][CH:3]=[O:2])[CH2:7][CH2:8]2)=[CH:13][CH:14]=1)#[N:17]. Procedure: A solution of 2.04 g of p-[trans-4-(3-methoxy-2-propenyl)cyclohexyl]benzonitrile in 100 ml of tetrahydrofuran/2N hydrochloric acid (vol. 4:1) was heated to reflux for 1 hour. The reaction mixture was subsequently poured into 100 ml of water and extracted three times with 100 ml of diethyl ether each time. The organic phases were washed twice with 100 ml of water each time, dried over magnesium sulphate and concentrated, whereby 1.9 g (99%) of 3-[trans-4-(p-cyanophenyl)cyclohexyl]propionaldehyde ... Reactants: BrC=1C(=CC(=C(C1)S(=O)(=O)Cl)F)F (5-bromo-2,4-difluorobenzene sulfonyl chloride), C(O)CN (ethanolamine). Product: BrC=1C(=CC(=C(C1)S(=O)(=O)NCCO)F)F (5-Bromo-2,4-difluoro-N-(2-hydroxy-ethyl)-benzenesulfonamide). Yield: 98.6%. RXN SMILES: [Br:1][C:2]1[C:3]([F:13])=[CH:4][C:5]([F:12])=[C:6]([S:8](Cl)(=[O:10])=[O:9])[CH:7]=1.[CH2:14]([CH2:16][NH2:17])[OH:15]>>[Br:1][C:2]1[C:3]([F:13])=[CH:4][C:5]([F:12])=[C:6]([S:8]([NH:17][CH2:16][CH2:14][OH:15])(=[O:10])=[O:9])[CH:7]=1. Reported procedure: Prepared by general procedure III from 5-bromo-2,4-difluorobenzene sulfonyl chloride (1.0 g, 3.4 mmol) and ethanolamine (231 mg, 3.77 mmol) to give the title compound (1.06 g, 100%) as an off-white solid. MS (ISP) 315.8[(M+H)+]. Reactants: B.[Na] (sodium boron hydride), C(C)(C)(C)OC(=O)NCC=1SC(=CN1)C=O (2-(N-t-butoxycarbonylamino)methyl-5-formylthiazole). Solvent: CO (methanol). Reaction conditions: time 1 hour. Yields the product C(C)(C)(C)OC(=O)NCC=1SC(=CN1)CO (2-(N-t-butoxycarbonylamino)methyl-5-hydroxymethylthiazole). The yield is 52.2%. As a reaction SMILES: B.[Na].[C:3]([O:7][C:8]([NH:10][CH2:11][C:12]1[S:13][C:14]([CH:17]=[O:18])=[CH:15][N:16]=1)=[O:9])([CH3:6])([CH3:5])[CH3:4]>CO>[C:3]([O:7][C:8]([NH:10][CH2:11][C:12]1[S:13][C:14]([CH2:17][OH:18])=[CH:15][N:16]=1)=[O:9])([CH3:6])([CH3:4])[CH3:5] |f:0.1,^1:1|. Procedure details: A 330 mg potion of sodium boron hydride was added to 25 ml of a methanol solution containing 4.12 g of 2-(N-t-butoxycarbonylamino)methyl-5-formylthiazole under ice-cooling, and the mixture was then stirred at room temperature for 1 hour. Under reduced pressure, the solvent was distilled off, and water was added to the resulting residue, followed by extraction with ethyl acetate (80 ml×3). The organic layer was dried over anhydrous sodium sulfate and then filtered, and the solvent was evaporated ... The reactants are O=C([O-])[O-], CCOC(=O)c1cc(C)nn1-c1c(Cl)cc(Cl)cc1Cl, O=C(OC(=O)C(F)(F)F)C(F)(F)F, [K+], [K+], [NH4+], O=[N+]([O-])[O-], O=C(O)C(F)(F)F. Product: CCOC(=O)c1c([N+](=O)[O-])c(C)nn1-c1c(Cl)cc(Cl)cc1Cl. RXN SMILES: [C:39](=[O:40])([O-:41])[O-:42].[CH3:1][c:2]1[n:3][n:4](-[c:12]2[c:13]([Cl:20])[cH:14][c:15]([Cl:19])[cH:16][c:17]2[Cl:18])[c:5]([C:7](=[O:8])[O:9][CH2:10][CH3:11])[cH:6]1.[F:21][C:22]([F:23])([F:24])[C:25]([O:26][C:27](=[O:28])[C:29]([F:30])([F:31])[F:32])=[O:33].[K+:43].[K+:44].[NH4+:34].[O-:35][N+:36]([O-:37])=[O:38].[OH:45][C:46]([C:47]([F:48])([F:49])[F:50])=[O:51]>>[CH3:1][c:2]1[n:3][n:4](-[c:12]2[c:13]([Cl:20])[cH:14][c:15]([Cl:19])[cH:16][c:17]2[Cl:18])[c:5]([C:7](=[O:8])[O:9][CH2:10][CH3:11])[c:6]1[N+:36](=[O:35])[O-:37]. Starting materials: C(C)(C)(C)OC(=O)N1CCN(CC1)C=1OC=2C(N1)=C(C=CC2)C(=O)O (2-[4-(tert-butoxycarbonyl)piperazin-1-yl]benzoxazole-4-carboxylic acid), Cl.Cl.N[C@@H]1CN2CCC1CC2 ((S)-(−)-3-aminoquinuclidine dihydrochloride). Product: N12CCC(CC1)C(C2)NC(=O)C2=CC=CC1=C2N=C(O1)N1CCN(CC1)C(=O)OC(C)(C)C (tert-butyl 4-[4-(quinuclidine-8-ylcarbamoyl]benzoxazol-2-yl)piperazine-1-carboxylate). RXN SMILES: [C:1]([O:5][C:6]([N:8]1[CH2:13][CH2:12][N:11]([C:14]2[O:15][C:16]3[C:17](=[C:19]([C:23](O)=[O:24])[CH:20]=[CH:21][CH:22]=3)[N:18]=2)[CH2:10][CH2:9]1)=[O:7])([CH3:4])([CH3:3])[CH3:2].Cl.Cl.[NH2:28][C@H:29]1[CH:34]2[CH2:35][CH2:36][N:31]([CH2:32][CH2:33]2)[CH2:30]1>>[N:31]12[CH2:30][CH:29]([NH:28][C:23]([C:19]3[C:17]4[N:18]=[C:14]([N:11]5[CH2:10][CH2:9][N:8]([C:6]([O:5][C:1]([CH3:3])([CH3:2])[CH3:4])=[O:7])[CH2:13][CH2:12]5)[O:15][C:16]=4[CH:22]=[CH:21][CH:20]=3)=[O:24])[CH:34]([CH2:35][CH2:36]1)[CH2:33][CH2:32]2 |f:1.2.3|. Procedure details: Following general procedure GP-C1, A mixture of 2-[4-(tert-butoxycarbonyl)piperazin-1-yl]benzoxazole-4-carboxylic acid and (S)-(−)-3-aminoquinuclidine dihydrochloride were coupled to provide tert-butyl 4-[4-(quinuclidine-8-ylcarbamoyl]benzoxazol-2-yl)piperazine-1-carboxylate (85 mg, 0.19 mmol) to which was added TFA (0.17 mL, 2.3 mmol). The reaction mixture was stirred at room temperature for 12 h, and then concentrated under reduced pressure. The TFA salt was converted to the dihydrochloride sa...